From a dataset of the Open Reaction Database (ORD), a public repository of structured organic reaction records. describe an organic reaction: reactants, conditions, products, and yield Starting materials: CCO, NC1CC1, CCOC(=O)c1ccc(-c2ccc(OCCCI)c(-c3ccc4c(c3)C(C)(C)CCC4(C)C)c2)cc1. The product is CCOC(=O)c1ccc(-c2ccc(OCCCNC3CC3)c(-c3ccc4c(c3)C(C)(C)CCC4(C)C)c2)cc1. Reaction SMILES: [CH3:41][CH2:42][OH:43].[CH:1]1([NH2:4])[CH2:2][CH2:3]1.[I:5][CH2:6][CH2:7][CH2:8][O:9][c:10]1[c:11](-[c:27]2[cH:28][c:29]3[c:34]([cH:35][cH:36]2)[C:33]([CH3:37])([CH3:38])[CH2:32][CH2:31][C:30]3([CH3:39])[CH3:40])[cH:12][c:13](-[c:16]2[cH:17][cH:18][c:19]([C:22](=[O:23])[O:24][CH2:25][CH3:26])[cH:20][cH:21]2)[cH:14][cH:15]1>>[CH:1]1([NH:4][CH2:6][CH2:7][CH2:8][O:9][c:10]2[c:11](-[c:27]3[cH:28][c:29]4[c:34]([cH:35][cH:36]3)[C:33]([CH3:37])([CH3:38])[CH2:32][CH2:31][C:30]4([CH3:39])[CH3:40])[cH:12][c:13](-[c:16]3[cH:17][cH:18][c:19]([C:22](=[O:23])[O:24][CH2:25][CH3:26])[cH:20][cH:21]3)[cH:14][cH:15]2)[CH2:2][CH2:3]1. The reactants are COC(=O)CCC(=O)Cl, CN(C)c1ccncc1, CCN(C(C)C)C(C)C, ClCCl, COC(=O)c1ccc(I)cc1N, O. Product: COC(=O)CCC(=O)Nc1cc(I)ccc1C(=O)OC. Reaction SMILES: [C:22](=[O:23])([O:24][CH3:25])[CH2:26][CH2:27][C:28](=[O:29])[Cl:30].[CH3:35][N:36]([c:37]1[cH:38][cH:39][n:40][cH:41][cH:42]1)[CH3:43].[CH:13]([N:14]([CH2:15][CH3:16])[CH:17]([CH3:18])[CH3:19])([CH3:20])[CH3:21].[Cl:32][CH2:33][Cl:34].[NH2:1][c:2]1[c:3]([C:4](=[O:5])[O:6][CH3:7])[cH:8][cH:9][c:10]([I:12])[cH:11]1.[OH2:31]>>[NH:1]([c:2]1[c:3]([C:4](=[O:5])[O:6][CH3:7])[cH:8][cH:9][c:10]([I:12])[cH:11]1)[C:28]([CH2:27][CH2:26][C:22](=[O:23])[O:24][CH3:25])=[O:29].